Dataset: the Open Reaction Database (ORD), a public repository of structured organic reaction records. Task: describe an organic reaction: reactants, conditions, products, and yield Starting materials: CN(C(=O)N1CCCCC1)C (1-dimethylcarbamoylpiperidine), O1CCN(CC1)C1=C(C=CC=C1)N1CCOCC1 (4-(2-morpholinophenyl)morpholine), P(=O)(Cl)(Cl)Cl (phosphorus oxychloride). Run in C1=CC=CC=C1 (benzene). The product is CN(C(=NC1=C(C=CC=C1)N1CCOCC1)N1CCCCC1)C (N,N-dimethyl-N'-(2-morpholinophenyl)piperidine-1-carboxamidine). Reaction SMILES: [CH3:1][N:2]([CH3:11])[C:3]([N:5]1[CH2:10][CH2:9][CH2:8][CH2:7][CH2:6]1)=O.[O:12]1[CH2:17][CH2:16][N:15]([C:18]2[CH:23]=[CH:22][CH:21]=[CH:20][C:19]=2[N:24]2CCOCC2)[CH2:14][CH2:13]1.P(Cl)(Cl)(Cl)=O>C1C=CC=CC=1>[CH3:1][N:2]([CH3:11])[C:3]([N:5]1[CH2:10][CH2:9][CH2:8][CH2:7][CH2:6]1)=[N:24][C:19]1[CH:20]=[CH:21][CH:22]=[CH:23][C:18]=1[N:15]1[CH2:16][CH2:17][O:12][CH2:13][CH2:14]1. Reported procedure: Reaction of 1-dimethylcarbamoylpiperidine (3.7 g) in benzene (25 ml) with 4-(2-morpholinophenyl)morpholine (3.5 g) in the presence of phosphorus oxychloride for 35 hours at 80°-85° C. gave N,N-dimethyl-N'-(2-morpholinophenyl)piperidine-1-carboxamidine (m.p. 88°-90° C.) which was recrystallised from petroleum ether (b.p. 40°-60° C.) Product: BrC=1C=C(C(=O)O)C=C(C1)S(F)(F)(F)(F)F (3-Bromo-5-(pentafluoro-λ6-sulphanyl)benzoic acid). Reactants: BrN1C(CCC1=O)=O (N-bromosuccinimide), FS(C=1C=C(C(=O)O)C=CC1)(F)(F)(F)F (3-(pentafluoro-λ6-sulphanyl)benzoic acid), S(O)(O)(=O)=O (sulphuric acid), FF (Fluorine), ( 12 ), ice water. The solvent is FC(C(=O)O)(F)F (trifluoroacetic acid). Run at temperature 50 celsius, time 18 hour. Reaction SMILES: [F:1][S:2]([F:15])([F:14])([F:13])([F:12])[C:3]1[CH:4]=[C:5]([CH:9]=[CH:10][CH:11]=1)[C:6]([OH:8])=[O:7].FF.S(=O)(=O)(O)O.[Br:23]N1C(=O)CCC1=O>FC(F)(F)C(O)=O>[Br:23][C:10]1[CH:9]=[C:5]([CH:4]=[C:3]([S:2]([F:12])([F:13])([F:14])([F:15])[F:1])[CH:11]=1)[C:6]([OH:8])=[O:7]. Procedure: 150 g (604 mmol) of 3-(pentafluoro-λ6-sulphanyl)benzoic acid [lit. e.g.: C. Zarantonello et al., J. Fluorine Chem. 2007, 128 (12), 1449-1453; WO 2005/047240-A1; also available commercially] were initially charged in 300 ml of trifluoroacetic acid, and 90 ml of concentrated sulphuric acid were added. 161.4 g (907 mmol) of N-bromosuccinimide (NBS) were added to the resulting clear solution. The reaction mixture was then stirred at a temperature of 50° C. overnight (about 18 h). After cooling to RT...